From a dataset of the Open Reaction Database (ORD), a public repository of structured organic reaction records. describe an organic reaction: reactants, conditions, products, and yield Starting materials: Cl (Hydrochloric acid), C(C)(C)(C)OC(=O)N1CCC[C@@H]2C3=C(CC[C@H]12)C=CC=C3OC=3N=NC(=CC3)C (cis-10-(6-methyl-pyridazin-3-yloxy)-2,3,4a,5,6,10b-hexahydro-1H-benzo[f]quinoline-4-carboxylic acid tert-butyl ester). Reported procedure: Hydrochloric acid (4 mol/L in 1,4-dioxane, 0.7 mL) is added to a solution of cis-10-(6-methyl-pyridazin-3-yloxy)-2,3,4a,5,6,10b-hexahydro-1H-benzo[f]quinoline-4-carboxylic acid tert-butyl ester (0.13 g) in dichloromethane (5 mL) at room temperature. The solution is stirred at room temperature for 2 h and then concentrated to give the crude title compound as its hydrochloric acid salt that is used without further purification. Yield: 0.12 g (crude); LC (method 1): tR=1.90 min; Mass spectrum (ESI+... Run in ClCCl (dichloromethane). As a reaction SMILES: [ClH:1].C(OC([N:9]1[C@@H:18]2[C@@H:13]([C:14]3[C:22]([O:23][C:24]4[N:25]=[N:26][C:27]([CH3:30])=[CH:28][CH:29]=4)=[CH:21][CH:20]=[CH:19][C:15]=3[CH2:16][CH2:17]2)[CH2:12][CH2:11][CH2:10]1)=O)(C)(C)C>ClCCl>[CH3:30][C:27]1[N:26]=[N:25][C:24]([O:23][C:22]2[C:14]3[C@@H:13]4[C@H:18]([CH2:17][CH2:16][C:15]=3[CH:19]=[CH:20][CH:21]=2)[NH:9][CH2:10][CH2:11][CH2:12]4)=[CH:29][CH:28]=1.[ClH:1]. Reaction conditions: time 2 hour. Yields the product CC1=CC=C(N=N1)OC1=CC=CC2=C1[C@H]1CCCN[C@H]1CC2 (cis-10-(6-methyl-pyridazin-3-yloxy)-1,2,3,4,4a,5,6,10b-octahydro-benzo[f]quinoline), Cl (hydrochloric acid). The reactants are [Al+3], [Cl-], [Cl-], [Cl-], ClCCCl, [Na+], O=C([O-])O, CCOC(=O)CCc1ccccc1, O=C(Cl)Cc1ccccc1. Yields the product CCOC(=O)CCc1ccc(C(=O)Cc2ccccc2)cc1. As a reaction SMILES: [Al+3:12].[Cl-:11].[Cl-:13].[Cl-:14].[Cl:33][CH2:34][CH2:35][Cl:36].[Na+:28].[OH:29][C:30](=[O:31])[O-:32].[c:15]1([CH2:21][CH2:22][C:23](=[O:24])[O:25][CH2:26][CH3:27])[cH:16][cH:17][cH:18][cH:19][cH:20]1.[c:1]1([CH2:7][C:8](=[O:9])[Cl:10])[cH:2][cH:3][cH:4][cH:5][cH:6]1>>[c:1]1([CH2:7][C:8](=[O:9])[c:18]2[cH:17][cH:16][c:15]([CH2:21][CH2:22][C:23](=[O:24])[O:25][CH2:26][CH3:27])[cH:20][cH:19]2)[cH:2][cH:3][cH:4][cH:5][cH:6]1.